This data is from the Open Reaction Database (ORD), a public repository of structured organic reaction records. The task is: describe an organic reaction: reactants, conditions, products, and yield The reactants are ClN1C(CCC1=O)=O (N-chlorosuccinimide), CC1=COC2=C(C(N1)=O)C=CC=C2 (4,5-dihydro-3-methyl-1,4-benzoxazepin-5-one), BrCCCCBr (1,4-dibromobutane), resultant mixture, [H-].[Na+] (sodium hydride), CO (methanol), C[O-].[Na+] (sodium methylate), resultant mixture, resultant mixture. Solvent: C(Cl)(Cl)(Cl)Cl (carbon tetrachloride). Run at time 30 minute. Product: BrCCCCN1C(=COC2=C(C1=O)C=CC=C2)COC (4-(4-bromobutyl)-4,5-dihydro-3-methoxymethyl-1,4-benzoxazepin-5-one). As a reaction SMILES: [CH3:1][C:2]1[NH:8][C:7](=[O:9])[C:6]2[CH:10]=[CH:11][CH:12]=[CH:13][C:5]=2[O:4][CH:3]=1.ClN1[C:19](=[O:20])CCC1=O.CO.C[O-].[Na+].[H-].[Na+].[Br:29][CH2:30][CH2:31][CH2:32][CH2:33]Br>C(Cl)(Cl)(Cl)Cl>[Br:29][CH2:30][CH2:31][CH2:32][CH2:33][N:8]1[C:7](=[O:9])[C:6]2[CH:10]=[CH:11][CH:12]=[CH:13][C:5]=2[O:4][CH:3]=[C:2]1[CH2:1][O:20][CH3:19] |f:3.4,5.6|. Procedure: 1.0 g of 4,5-dihydro-3-methyl-1,4-benzoxazepin-5-one was dissolved in 30 ml of carbon tetrachloride, 910 mg (1.2 equivalents) of N-chlorosuccinimide was added, and the resultant mixture was agitated at 90° C. for 1 hour. This was allowed to cool, then was filtered, the filtrate was concentrated, then the resultant mixture was dissolved in 20 ml of methanol. Further, 0.86 ml (1.1 equivalents) of a methanol solution of 28% sodium methylate was added, then the resultant mixture was agitated at room... Reactants: CC(=O)c1ccc2c(c1)C1OC1C(C)(C)O2, CS(C)=O, CCOC(C)=O, [H-], O=C1CCCN1, [Na+], O. Product: CC(=O)c1ccc2c(c1)C(N1CCCC1=O)C(O)C(C)(C)O2. RXN SMILES: [C:1]([CH3:2])(=[O:3])[c:4]1[cH:5][c:6]2[c:7]([cH:15][cH:16]1)[O:8][C:9]([CH3:13])([CH3:14])[CH:10]1[CH:11]2[O:12]1.[CH3:26][S:27]([CH3:28])=[O:29].[CH3:30][CH2:31][O:32][C:33](=[O:34])[CH3:35].[H-:23].[NH:17]1[C:18](=[O:22])[CH2:19][CH2:20][CH2:21]1.[Na+:24].[OH2:25]>>[C:1]([CH3:2])(=[O:3])[c:4]1[cH:5][c:6]2[c:7]([cH:15][cH:16]1)[O:8][C:9]([CH3:13])([CH3:14])[CH:10]([OH:12])[CH:11]2[N:17]1[C:18](=[O:22])[CH2:19][CH2:20][CH2:21]1. The reactants are FC(F)(F)c1cc(Br)ccc1Cl, C1CCOC1, [Cl-], CC(=O)Nc1cccc(C=O)c1Cl, [NH4+]. Yields the product CC(=O)Nc1cccc(C(O)c2ccc(Cl)c(C(F)(F)F)c2)c1Cl. Reaction SMILES: [Br:1][c:2]1[cH:3][c:4]([C:9]([F:10])([F:11])[F:12])[c:5]([Cl:8])[cH:6][cH:7]1.[CH2:28]1[O:29][CH2:30][CH2:31][CH2:32]1.[Cl-:26].[Cl:13][c:14]1[c:15]([NH:22][C:23]([CH3:24])=[O:25])[cH:16][cH:17][cH:18][c:19]1[CH:20]=[O:21].[NH4+:27]>>[c:2]1([CH:20]([c:19]2[c:14]([Cl:13])[c:15]([NH:22][C:23]([CH3:24])=[O:25])[cH:16][cH:17][cH:18]2)[OH:21])[cH:3][c:4]([C:9]([F:10])([F:11])[F:12])[c:5]([Cl:8])[cH:6][cH:7]1. Reactants: COC1=CC=C(CN(C2=NC=C(C=N2)C=2C3=C(N=C(N2)N2CCOCC2)NCC3)CC3=CC=C(C=C3)OC)C=C1 (bis-(4-methoxy-benzyl)-[5-(2-morpholin-4-yl-6,7-dihydro-5H-pyrrolo[2,3-d]pyrimidin-4-yl)-pyrimidin-2-yl]-amine), BrC1=C(C=C(C=C1)C(=O)N1C[C@H](O[C@H](C1)C)C)C ((4-bromo-3-methyl-phenyl)-((2R,6S)-2,6-dimethyl-morpholin-4-yl)-methanone). Product: COC1=CC=C(CN(C2=NC=C(C=N2)C=2C3=C(N=C(N2)N2CCOCC2)N(CC3)C3=C(C=C(C=C3)C(=O)N3C[C@H](O[C@H](C3)C)C)C)CC3=CC=C(C=C3)OC)C=C1 ([4-(4-{2-[bis-(4-methoxy-benzyl)-amino]-pyrimidin-5-yl}-2-morpholin-4-yl-5,6-dihydro-pyrrolo[2,3-d]pyrimidin-7-yl)-3-methyl-phenyl]-((2R,6S)-2,6-dimethyl-morpholin-4-yl)-methanone). RXN SMILES: [CH3:1][O:2][C:3]1[CH:40]=[CH:39][C:6]([CH2:7][N:8]([CH2:30][C:31]2[CH:36]=[CH:35][C:34]([O:37][CH3:38])=[CH:33][CH:32]=2)[C:9]2[N:14]=[CH:13][C:12]([C:15]3[C:16]4[CH2:29][CH2:28][NH:27][C:17]=4[N:18]=[C:19]([N:21]4[CH2:26][CH2:25][O:24][CH2:23][CH2:22]4)[N:20]=3)=[CH:11][N:10]=2)=[CH:5][CH:4]=1.Br[C:42]1[CH:47]=[CH:46][C:45]([C:48]([N:50]2[CH2:55][C@H:54]([CH3:56])[O:53][C@H:52]([CH3:57])[CH2:51]2)=[O:49])=[CH:44][C:43]=1[CH3:58]>>[CH3:38][O:37][C:34]1[CH:33]=[CH:32][C:31]([CH2:30][N:8]([CH2:7][C:6]2[CH:5]=[CH:4][C:3]([O:2][CH3:1])=[CH:40][CH:39]=2)[C:9]2[N:10]=[CH:11][C:12]([C:15]3[C:16]4[CH2:29][CH2:28][N:27]([C:42]5[CH:47]=[CH:46][C:45]([C:48]([N:50]6[CH2:55][C@H:54]([CH3:56])[O:53][C@H:52]([CH3:57])[CH2:51]6)=[O:49])=[CH:44][C:43]=5[CH3:58])[C:17]=4[N:18]=[C:19]([N:21]4[CH2:26][CH2:25][O:24][CH2:23][CH2:22]4)[N:20]=3)=[CH:13][N:14]=2)=[CH:36][CH:35]=1. Reported procedure: Using bis-(4-methoxy-benzyl)-[5-(2-morpholin-4-yl-6,7-dihydro-5H-pyrrolo[2,3-d]pyrimidin-4-yl)-pyrimidin-2-yl]-amine (50 mg) and (4-bromo-3-methyl-phenyl)-((2R,6S)-2,6-dimethyl-morpholin-4-yl)-methanone (44 mg) instead of 4-chloropicolinic acid t-butylamide, in the same manner as Example 1-D-07, a crude product of [4-(4-{2-[bis-(4-methoxy-benzyl)-amino]-pyrimidin-5-yl}-2-morpholin-4-yl-5,6-dihydro-pyrrolo[2,3-d]pyrimidin-7-yl)-3-methyl-phenyl]-((2R,6S)-2,6-dimethyl-morpholin-4-yl)-methanone was ... Reactants: [H-].[Na+] (NaH), OC=1C=C2C(=C(N(C2=CC1)CC1=CC=CC=C1)C)CC(=O)N (5-Hydroxy-2-methyl-1-(phenylmethyl)-1H-indole-3-acetamide), C(C1=CC=CC=C1)Br (benzyl bromide). The solvent is O (water), CS(=O)C (DMSO). Run at time 0.5 hour. Product: C(C1=CC=CC=C1)OC=1C=C2C(=C(N(C2=CC1)CC1=CC=CC=C1)C)CC(=O)N (5-benzyloxy-2-methyl-1-(phenylmethyl)-1H-indole-3-acetamide). The yield is 82.0%. RXN SMILES: [OH:1][C:2]1[CH:3]=[C:4]2[C:8](=[CH:9][CH:10]=1)[N:7]([CH2:11][C:12]1[CH:17]=[CH:16][CH:15]=[CH:14][CH:13]=1)[C:6]([CH3:18])=[C:5]2[CH2:19][C:20]([NH2:22])=[O:21].[H-].[Na+].[CH2:25](Br)[C:26]1[CH:31]=[CH:30][CH:29]=[CH:28][CH:27]=1>CS(C)=O.O>[CH2:25]([O:1][C:2]1[CH:3]=[C:4]2[C:8](=[CH:9][CH:10]=1)[N:7]([CH2:11][C:12]1[CH:17]=[CH:16][CH:15]=[CH:14][CH:13]=1)[C:6]([CH3:18])=[C:5]2[CH2:19][C:20]([NH2:22])=[O:21])[C:26]1[CH:31]=[CH:30][CH:29]=[CH:28][CH:27]=1 |f:1.2|. Procedure details: 5-Hydroxy-2-methyl-1-(phenylmethyl)-1H-indole-3-acetamide (400 mg, 1.4 mmol) was dissolved in 50 mL of DMSO, 40 mg (1.0 mmol) of 60% NaH/mineral oil added, stirred approximately 0.5 hour, 0.2 mL of benzyl bromide added and stirring maintained 2.5 hours. The mixture was diluted with water, extracted with EtOAc, the EtOAc solution washed with water, saturated NaCl solution, dried (Na2SO4), and concentrated at reduced pressure. The residue was chromatographed on silica(eluted with a gradient, CH2Cl... Product: OCC1=CC(=C(OCC(=O)OCC)C=C1)NC(C1=CC=C(C=C1)OCCCCC1=CC=CC=C1)=O (ethyl 4-hydroxymethyl-2-[p-(4-phenylbutoxy)benzamido]phenoxyacetate). Reported procedure: Under ice cooling 0.2 g of sodium borohydride was added to a mixture of 2.8 g of ethyl 4-formyl-2-[p-(4-phenylbutoxy)benzamido]phenoxyacetate obtained in Reference Example 64 and 30 ml of ethanol. The mixture was stirred for 2 hours and 50 ml of ethyl acetate was added thereto. The mixture was rendered acidic with diluted hydrochloric acid. The ethyl acetate layer was fractionated, washed with water, dried over anhydrous magnesium sulfate and concentrated under reduced pressure. The residue was ... Run at time 2 hour. Run in C(C)(=O)OCC (ethyl acetate), C(C)(=O)OCC (ethyl acetate). RXN SMILES: [BH4-].[Na+].[CH:3]([C:5]1[CH:17]=[CH:16][C:8]([O:9][CH2:10][C:11]([O:13][CH2:14][CH3:15])=[O:12])=[C:7]([NH:18][C:19](=[O:37])[C:20]2[CH:25]=[CH:24][C:23]([O:26][CH2:27][CH2:28][CH2:29][CH2:30][C:31]3[CH:36]=[CH:35][CH:34]=[CH:33][CH:32]=3)=[CH:22][CH:21]=2)[CH:6]=1)=[O:4].C(O)C.Cl>C(OCC)(=O)C>[OH:4][CH2:3][C:5]1[CH:17]=[CH:16][C:8]([O:9][CH2:10][C:11]([O:13][CH2:14][CH3:15])=[O:12])=[C:7]([NH:18][C:19](=[O:37])[C:20]2[CH:21]=[CH:22][C:23]([O:26][CH2:27][CH2:28][CH2:29][CH2:30][C:31]3[CH:36]=[CH:35][CH:34]=[CH:33][CH:32]=3)=[CH:24][CH:25]=2)[CH:6]=1 |f:0.1|. The yield is 73.3%. Reactants: Cl (hydrochloric acid), [BH4-].[Na+] (sodium borohydride), C(=O)C1=CC(=C(OCC(=O)OCC)C=C1)NC(C1=CC=C(C=C1)OCCCCC1=CC=CC=C1)=O (ethyl 4-formyl-2-[p-(4-phenylbutoxy)benzamido]phenoxyacetate), C(C)O (ethanol). Reactants: O[C@]1(C(CO)=O)CC[C@H]2[C@@H]3CCC4=CC(CC[C@]4(C)C3=CC[C@]12C)=O (17α,21-dihydroxy-pregna-4,9(11)-diene-3,20-dione), FC(C(=O)O)(F)F (trifluoroacetic acid), O1CCOCC1 (dioxane). Solvent: C(CCC)(OCC)([O-])[O-] (ethyl orthobutyrate). Reaction conditions: temperature 45 celsius. Yields the product C(CCC)(=O)O[C@]1(C(CO)=O)CC[C@H]2[C@@H]3CCC4=CC(CC[C@]4(C)C3=CC[C@]12C)=O (17α-butanoyloxy-21-hydroxy-pregna-4,9(11)-diene-3,20-dione). RXN SMILES: [OH:1][C@:2]1([C@:23]2([CH3:24])[C@H:9]([C@H:10]3[C:20](=[CH:21][CH2:22]2)[C@:18]2([CH3:19])[C:13](=[CH:14][C:15](=[O:25])[CH2:16][CH2:17]2)[CH2:12][CH2:11]3)[CH2:8][CH2:7]1)[C:3](=[O:6])[CH2:4][OH:5].F[C:27](F)(F)[C:28]([OH:30])=O.O1CCO[CH2:35][CH2:34]1>C([O-])([O-])(OCC)CCC>[C:28]([O:1][C@:2]1([C@:23]2([CH3:24])[C@H:9]([C@H:10]3[C:20](=[CH:21][CH2:22]2)[C@:18]2([CH3:19])[C:13](=[CH:14][C:15](=[O:25])[CH2:16][CH2:17]2)[CH2:12][CH2:11]3)[CH2:8][CH2:7]1)[C:3](=[O:6])[CH2:4][OH:5])(=[O:30])[CH2:27][CH2:34][CH3:35]. Procedure details: 4 g (11.6 mM) of 17α,21-dihydroxy-pregna-4,9(11)-diene-3,20-dione were reacted with 20 mg of trifluoroacetic acid in 20 ml of dioxane and 10 ml of ethyl orthobutyrate for 5 hours at 100° C., and the low boiling head fraction was distilled off. The solution was cooled, then treated with 5 ml of a tartaric acid molar solution and heated to 40-50° C. for about 5 minutes to obtain 17α-butanoyloxy-21-hydroxy-pregna-4,9(11)-diene-3,20-dione. The solvent was evaporated off under vacuum and the residue ...